describe an organic reaction: reactants, conditions, products, and yield From a dataset of the Open Reaction Database (ORD), a public repository of structured organic reaction records. The reactants are C[Si](C)(C)Br (Trimethylsilyl bromide), FC=1C(=C(C#N)C=CC1)C=1SC=2C(=NC=C(C2N1)F)Cl (3-fluoro-2-(4-chloro-7-fluorothiazolo[5,4-c]pyridin-2-yl)-benzonitrile), C([O-])(O)=O.[Na+] (sodium bicarbonate). The solvent is C(CC)#N (propionitrile). Run at temperature 50 celsius. The product is BrC1=NC=C(C2=C1SC(=N2)C2=C(C#N)C=CC=C2F)F (2-(4-Bromo-7-fluorothiazolo[5,4-c]pyridin-2-yl)-3-fluorobenzonitrile). Isolated yield 94.7%. Reaction SMILES: C[Si]([Br:5])(C)C.[F:6][C:7]1[C:8]([C:15]2[S:16][C:17]3[C:18](Cl)=[N:19][CH:20]=[C:21]([F:24])[C:22]=3[N:23]=2)=[C:9]([CH:12]=[CH:13][CH:14]=1)[C:10]#[N:11].C(=O)(O)[O-].[Na+]>C(#N)CC>[Br:5][C:18]1[C:17]2[S:16][C:15]([C:8]3[C:7]([F:6])=[CH:14][CH:13]=[CH:12][C:9]=3[C:10]#[N:11])=[N:23][C:22]=2[C:21]([F:24])=[CH:20][N:19]=1 |f:2.3|. Procedure details: Trimethylsilyl bromide (0.92 mL, 6.85 mmol) was added to a suspension of 3-fluoro-2-(4-chloro-7-fluorothiazolo[5,4-c]pyridin-2-yl)-benzonitrile (0.70 g, 2.28 mmol) in propionitrile (20 mL) at room temperature, under argon. The reaction mixture was heated at 50° C. for 16 hours. The reaction mixture was adjusted to pH 7 by careful addition of a saturated aqueous solution of sodium bicarbonate. The resultant mixture was extracted with DCM (×3) and the combined organic layers were dried (Na2SO4) an... Reactants: CCO, Cc1ccc(S(=O)(=O)N2CCC(C(=O)Cl)(c3cccc(Cl)c3C)CC2)cc1. Product: CCOC(=O)C1(c2cccc(Cl)c2C)CCN(S(=O)(=O)c2ccc(C)cc2)CC1. As a reaction SMILES: [CH3:28][CH2:29][OH:30].[Cl:1][c:2]1[c:3]([CH3:27])[c:4]([C:8]2([C:24](=[O:25])[Cl:26])[CH2:9][CH2:10][N:11]([S:14](=[O:15])(=[O:16])[c:17]3[cH:18][cH:19][c:20]([CH3:23])[cH:21][cH:22]3)[CH2:12][CH2:13]2)[cH:5][cH:6][cH:7]1>>[Cl:1][c:2]1[c:3]([CH3:27])[c:4]([C:8]2([C:24](=[O:25])[O:30][CH2:29][CH3:28])[CH2:9][CH2:10][N:11]([S:14](=[O:15])(=[O:16])[c:17]3[cH:18][cH:19][c:20]([CH3:23])[cH:21][cH:22]3)[CH2:12][CH2:13]2)[cH:5][cH:6][cH:7]1. Starting materials: S1C=CC2=C1C=1N(CC=3N2C=NC3C(=O)OCC)C=CN1 (ethyl 8H-diimidazo[1,5-a:1',2'-d]thieno[2,3-f][1,4]diazepine-7-carboxylate), [OH-].[K+] (potassium hydroxide). The solvent is C(C)O.O (ethanol water). Product: S1C=CC2=C1C=1N(CC=3N2C=NC3C(=O)O)C=CN1 (8H-diimidazo[1,5-a:1',2'-d]thieno[2,3-f][1,4]diazepine-7-carboxylic acid). Reaction SMILES: [S:1]1[C:5]2[C:6]3[N:7]([CH:19]=[CH:20][N:21]=3)[CH2:8][C:9]3[N:10]([CH:11]=[N:12][C:13]=3[C:14]([O:16]CC)=[O:15])[C:4]=2[CH:3]=[CH:2]1.[OH-].[K+]>C(O)C.O>[S:1]1[C:5]2[C:6]3[N:7]([CH:19]=[CH:20][N:21]=3)[CH2:8][C:9]3[N:10]([CH:11]=[N:12][C:13]=3[C:14]([OH:16])=[O:15])[C:4]=2[CH:3]=[CH:2]1 |f:1.2,3.4|. Reported procedure: 7. By hydrolyzing ethyl 8H-diimidazo[1,5-a:1',2'-d]thieno[2,3-f][1,4]diazepine-7-carboxylate with potassium hydroxide in ethanol/water in an analogous manner to that described in Example 5 there is obtained 8H-diimidazo[1,5-a:1',2'-d]thieno[2,3-f][1,4]diazepine-7-carboxylic acid of m.p. 225°-227° C.